This data is from the Open Reaction Database (ORD), a public repository of structured organic reaction records. The task is: describe an organic reaction: reactants, conditions, products, and yield Reactants: C(CCC)OC(C1=C(C=CC(=C1)OCOC)SCC(=O)OCCCC)=O (5-methoxymethyloxy-2-butoxycarbonylmethylsulfanyl benzoic acid butyl ester), [H-].[Na+] (NaH). Run in CN(C)C=O (DMF). Product: C(CCC)OC(=O)C1=C(C2=C(S1)C=CC(=C2)OCOC)O (2-butoxycarbonyl-3-hydroxy-5-methoxymethyloxybenzo[b]thiophene). RXN SMILES: C([O:5][C:6](=O)[C:7]1[CH:12]=[C:11]([O:13][CH2:14][O:15][CH3:16])[CH:10]=[CH:9][C:8]=1[S:17][CH2:18][C:19]([O:21][CH2:22][CH2:23][CH2:24][CH3:25])=[O:20])CCC.[H-].[Na+]>CN(C=O)C>[CH2:22]([O:21][C:19]([C:18]1[S:17][C:8]2[CH:9]=[CH:10][C:11]([O:13][CH2:14][O:15][CH3:16])=[CH:12][C:7]=2[C:6]=1[OH:5])=[O:20])[CH2:23][CH2:24][CH3:25] |f:1.2|. Reported procedure: 6.20 g (16 mmol) IV and 0.80 g (20 mmol, 60%) NaH were stirred for 5 h at room temperature in 80 ml DMF. The solvent was removed and the residue was taken up in 250 ml CHCl3, washed three times with water and dried over Na2SO4. Recrystallization from n-hexane gave 4.22 g (13.6 mmol, 85%) V. Reactants: C(C)OC(=O)C1=C(C=2C=NC=CC2N1)N (3-amino-1H-pyrrolo[3,2-c]pyridine-2-carboxylic acid ethyl ester), C(=O)([O-])[O-].[Cs+].[Cs+] (Cs2CO3), FC1=C(C=CC(=C1)[Si](C)(C)C)OS(=O)(=O)C(F)(F)F (trifluoro-methanesulfonic acid 2-fluoro-4-trimethylsilanyl-phenyl ester), CC1(C2=C(C(=CC=C2)P(C3=CC=CC=C3)C4=CC=CC=C4)OC5=C(C=CC=C51)P(C6=CC=CC=C6)C7=CC=CC=C7)C (Xantphos). Reagents/catalysts: C=1C=CC(=CC1)/C=C/C(=O)/C=C/C2=CC=CC=C2.C=1C=CC(=CC1)/C=C/C(=O)/C=C/C2=CC=CC=C2.C=1C=CC(=CC1)/C=C/C(=O)/C=C/C2=CC=CC=C2.[Pd].[Pd] (Pd2dba3). The solvent is C1(=CC=CC=C1)C (toluene), CCOC(=O)C (EtOAc). The product is C(C)OC(=O)C1=C(C=2C=NC=CC2N1)NC1=C(C=C(C=C1)[Si](C)(C)C)F (3-(2-Fluoro-4-trimethylsilanyl-phenylamino)-1H-pyrrolo[3,2-c]pyridine-2-carboxylic acid ethyl ester). Yield: 41.8%. RXN SMILES: [CH2:1]([O:3][C:4]([C:6]1[NH:14][C:13]2[CH:12]=[CH:11][N:10]=[CH:9][C:8]=2[C:7]=1[NH2:15])=[O:5])[CH3:2].[F:16][C:17]1[CH:22]=[C:21]([Si:23]([CH3:26])([CH3:25])[CH3:24])[CH:20]=[CH:19][C:18]=1OS(C(F)(F)F)(=O)=O.CC1(C)C2C(=C(P(C3C=CC=CC=3)C3C=CC=CC=3)C=CC=2)OC2C(P(C3C=CC=CC=3)C3C=CC=CC=3)=CC=CC1=2.C([O-])([O-])=O.[Cs+].[Cs+]>C1(C)C=CC=CC=1.CCOC(C)=O.C1C=CC(/C=C/C(/C=C/C2C=CC=CC=2)=O)=CC=1.C1C=CC(/C=C/C(/C=C/C2C=CC=CC=2)=O)=CC=1.C1C=CC(/C=C/C(/C=C/C2C=CC=CC=2)=O)=CC=1.[Pd].[Pd]>[CH2:1]([O:3][C:4]([C:6]1[NH:14][C:13]2[CH:12]=[CH:11][N:10]=[CH:9][C:8]=2[C:7]=1[NH:15][C:18]1[CH:19]=[CH:20][C:21]([Si:23]([CH3:25])([CH3:24])[CH3:26])=[CH:22][C:17]=1[F:16])=[O:5])[CH3:2] |f:3.4.5,8.9.10.11.12|. Procedure details: A degassed solution of 3-amino-1H-pyrrolo[3,2-c]pyridine-2-carboxylic acid ethyl ester (200 mg, 0.98 mmol), trifluoro-methanesulfonic acid 2-fluoro-4-trimethylsilanyl-phenyl ester (324 mg, 1.02 mmol), Pd2dba3 (44 mg, 0.048 mmol), Xantphos (56 mg, 0.098 mmol) and Cs2CO3 (636 mg, 1.95 mmol) in toluene (6 ml) was subjected to microwave irradiation at 150° C. for 20 minutes. The reaction mixture was cooled to ambient temperature then diluted with EtOAc (100 ml). The resultant solution was washed wit... Reactants: NC=1C(=CC=CC1)C (o-toluidine), C(C)(OCC)(OCC)OCC (triethyl orthoacetate), C1(CCCCC1)N (cyclohexyl amine), C1(CCCCC1)N (cyclohexyl amine). Reagents/catalysts: C(C)(=O)O (acetic acid). Solvent: C(C)(=O)O (acetic acid). Run at temperature 120 celsius. The product is CC1=C(C=CC=C1)NC(C)=NC1CCCCC1 (N-(o-Methylphenyl)-N'-(cyclohexyl)acetamidine). Isolated yield 27.6%. As a reaction SMILES: [NH2:1][C:2]1[C:3]([CH3:8])=[CH:4][CH:5]=[CH:6][CH:7]=1.[C:9](OCC)(OCC)(OCC)[CH3:10].[CH:20]1([NH2:26])[CH2:25][CH2:24][CH2:23][CH2:22][CH2:21]1>C(O)(=O)C>[CH3:8][C:3]1[CH:4]=[CH:5][CH:6]=[CH:7][C:2]=1[NH:1][C:9](=[N:26][CH:20]1[CH2:25][CH2:24][CH2:23][CH2:22][CH2:21]1)[CH3:10]. Reported procedure: Glacial acetic acid (catalytic amount, 5 drops) was added to a mixture of o-toluidine (1.07 g, 10 mmol) and triethyl orthoacetate (1.94 g, 12 mmol) and was heated at 120° C. for 60 min. The reflux condenser was replaced by a distillation condenser and the low volatiles were distilled off at 74°-76° C. (head temperature). The undistilled residue was dried under manifold vacuum to give a light yellow liquid. Now cyclohexyl amine (0.99 g, 10 mmol) followed by catalytic amount (0.1 ml) of glacial ac...